This data is from the Open Reaction Database (ORD), a public repository of structured organic reaction records. The task is: describe an organic reaction: reactants, conditions, products, and yield Reactants: C1(CCCCCCCCCCC1)O (cyclododecanol), C1(CCCCCCCCCCC1)=O (cyclododecanone). Product: O1C2C1CCCCCCCCCC2 (epoxycyclododecane). RXN SMILES: [CH:1]1([OH:13])[CH2:12][CH2:11][CH2:10][CH2:9][CH2:8][CH2:7][CH2:6][CH2:5][CH2:4][CH2:3][CH2:2]1.C1(=O)CCCCCCCCCCC1>>[O:13]1[CH:2]2[CH2:3][CH2:4][CH2:5][CH2:6][CH2:7][CH2:8][CH2:9][CH2:10][CH2:11][CH2:12][CH:1]12. Procedure: After the reaction was completed, the catalyst was removed from the reaction product mixture by filtering, and the reaction product mixture was subjected to gas chromatographic analysis. As a result, it was found that cyclododecanol was obtained in a yield of 6 molar % based on the fed epoxycyclododecadiene, and cyclododecanone was obtained in a yield of 76 molar %. Thus, the total yield of cyclododecanol and cyclododecanone was 82 molar %. In the reaction, epoxycyclododecane was produced in a y... Reactants: [BH4-], CO, COc1ccc2c(c1)CCN=C2C1CCCCC1, [Na+]. Product: COc1ccc2c(c1)CCNC2C1CCCCC1. Reaction SMILES: [BH4-:1].[CH3:21][OH:22].[CH:3]1([C:9]2=[N:10][CH2:11][CH2:12][c:13]3[cH:14][c:15]([O:19][CH3:20])[cH:16][cH:17][c:18]32)[CH2:4][CH2:5][CH2:6][CH2:7][CH2:8]1.[Na+:2]>>[CH:3]1([CH:9]2[NH:10][CH2:11][CH2:12][c:13]3[cH:14][c:15]([O:19][CH3:20])[cH:16][cH:17][c:18]32)[CH2:4][CH2:5][CH2:6][CH2:7][CH2:8]1. Reactants: FC(C(=O)N[C@H]1C[C@H](OC)O[C@H]([C@@H]1O)C)(F)F (methyl 2,3,6-trideoxy-3-trifluoroacetamido-α-L-arabino-hexopyranoside), [N+](=[N-])=C.B(F)(F)F (diazomethane boron-trifluoride). Solvent: C(Cl)(Cl)Cl (CHCl3), C(Cl)Cl (methylene dichloride). Product: CO[C@@H]1[C@H](CC(O)O[C@H]1C)NC(C(F)(F)F)=O (2,3,6-trideoxy-4-O-methyl-3-trifluoroacetamido-L-arabino-hexopyranose). Isolated yield 98.0%. Reaction SMILES: [F:1][C:2]([F:17])([F:16])[C:3]([NH:5][C@@H:6]1[C@@H:13]([OH:14])[C@H:12]([CH3:15])[O:11][C@@H:8]([O:9]C)[CH2:7]1)=[O:4].[N+](=[CH2:20])=[N-].B(F)(F)F>C(Cl)Cl.C(Cl)(Cl)Cl>[CH3:20][O:14][C@H:13]1[C@H:12]([CH3:15])[O:11][CH:8]([OH:9])[CH2:7][C@@H:6]1[NH:5][C:3](=[O:4])[C:2]([F:17])([F:16])[F:1] |f:1.2|. Procedure: Treatment of 2.57 g; 10 mmoles of methyl 2,3,6-trideoxy-3-trifluoroacetamido-α-L-arabino-hexopyranoside (III-A) in methylene dichloride with diazomethane/boron-trifluoride, as described in Example I gave the corresponding 4-O-methylderivative (III-B, 1.7 g., 63%): m.p. 185°; [α]D23° =-101° (c=1, in CHCl3); mass spectrum m/e 271 (H+); pmr spectrum (CDCl3); 1.31 (d, CH3 --C--5), 3.30 and 3.43 (two s, OCH3) and 4.70δ (broad s, C--1--H). Acid hydrolysis of compound III-B as in Example I (1.63 g., 6 ... Starting materials: ClC1=CC=CC2=C1C(N1[C@H](C=3N2C=NC3C=3SC=C(N3)CCl)CCC1)=O ((S)-8-chloro-1-(4-chloromethyl-thiazol-2-yl)-11,12,13,13a-tetrahydro-9H-imidazo[1,5-a]pyrrolo[2,1-c][1,4]benzodiazepin-9-one), C(CC)NCCC (dipropylamine). The solvent is O1CCCC1 (tetrahydrofuran). Run at time 96 hour. Yields the product ClC1=CC=CC2=C1C(N1[C@H](C=3N2C=NC3C=3SC=C(N3)CN(CCC)CCC)CCC1)=O ((S)-8-chloro-1-(4-dipropylaminomethyl-thiazol-2-yl)-11,12,13,13a-tetrahydro-9H-imidazo-[1,5-a]pyrrolo[2,1-c][1,4]benzodiazepin-9-one). Yield: 57.0%. RXN SMILES: [Cl:1][C:2]1[C:7]2[C:8](=[O:26])[N:9]3[CH2:25][CH2:24][CH2:23][C@H:10]3[C:11]3[N:12]([CH:13]=[N:14][C:15]=3[C:16]3[S:17][CH:18]=[C:19]([CH2:21]Cl)[N:20]=3)[C:6]=2[CH:5]=[CH:4][CH:3]=1.[CH2:27]([NH:30][CH2:31][CH2:32][CH3:33])[CH2:28][CH3:29]>O1CCCC1>[Cl:1][C:2]1[C:7]2[C:8](=[O:26])[N:9]3[CH2:25][CH2:24][CH2:23][C@H:10]3[C:11]3[N:12]([CH:13]=[N:14][C:15]=3[C:16]3[S:17][CH:18]=[C:19]([CH2:21][N:30]([CH2:31][CH2:32][CH3:33])[CH2:27][CH2:28][CH3:29])[N:20]=3)[C:6]=2[CH:5]=[CH:4][CH:3]=1. Procedure details: A solution of 1.0 g (0.0025 mol) of (S)-8-chloro-1-(4-chloromethyl-thiazol-2-yl)-11,12,13,13a-tetrahydro-9H-imidazo[1,5-a]pyrrolo[2,1-c][1,4]benzodiazepin-9-one in 20 ml of tetrahydrofuran was treated with 5 ml (0.037 mol) of dipropylamine and stirred at 50° for 96 hrs. All volatiles were removed in a water-jet vacuum and the residue was taken up with ethyl acetate and water. The organic phase was dried over magnesium sulphate, concentrated and the residue remaining was chromatographed over sili... The reactants are COc1ccc(CCl)cc1, [Cl-], [Mg], N, [NH4+], O, OCCN1CCOC1c1ccccc1. The product is COc1ccc(CC(c2ccccc2)N(CCO)CCO)cc1. Reaction SMILES: [CH3:2][O:3][c:4]1[cH:5][cH:6][c:7]([CH2:8][Cl:9])[cH:10][cH:11]1.[Cl-:26].[Mg:1].[NH3:28].[NH4+:27].[OH2:29].[OH:12][CH2:13][CH2:14][N:15]1[CH:16]([c:20]2[cH:21][cH:22][cH:23][cH:24][cH:25]2)[O:17][CH2:18][CH2:19]1>>[CH3:2][O:3][c:4]1[cH:5][cH:6][c:7]([CH2:8][CH:16]([N:15]([CH2:14][CH2:13][OH:12])[CH2:19][CH2:18][OH:17])[c:20]2[cH:21][cH:22][cH:23][cH:24][cH:25]2)[cH:10][cH:11]1. Reactants: C(C)(C)(C)C=1C=CC(=C(C(=O)Cl)C1)OC (5-tert-butyl-2-methoxybenzoyl chloride), Cl (hydrochloric acid), COC1=CC=C(C=C1)CCN (2-(4-methoxyphenyl)ethylamine), COC1=CC=C(C=C1)CCN (2-(4-methoxyphenyl)ethylamine). Reagents/catalysts: CN(C1=CC=NC=C1)C (4-dimethylaminopyridine). The solvent is N1=CC=CC=C1 (pyridine). The product is C(C)(C)(C)C=1C=CC(=C(C(=O)NCCC2=CC=C(C=C2)OC)C1)OC (5-tert-butyl-2-methoxy-N-[2-(4-methoxyphenyl)ethyl]benzamide). RXN SMILES: [CH3:1][O:2][C:3]1[CH:8]=[CH:7][C:6]([CH2:9][CH2:10][NH2:11])=[CH:5][CH:4]=1.[C:12]([C:16]1[CH:17]=[CH:18][C:19]([O:25][CH3:26])=[C:20]([CH:24]=1)[C:21](Cl)=[O:22])([CH3:15])([CH3:14])[CH3:13].Cl>N1C=CC=CC=1.CN(C)C1C=CN=CC=1>[C:12]([C:16]1[CH:17]=[CH:18][C:19]([O:25][CH3:26])=[C:20]([CH:24]=1)[C:21]([NH:11][CH2:10][CH2:9][C:6]1[CH:7]=[CH:8][C:3]([O:2][CH3:1])=[CH:4][CH:5]=1)=[O:22])([CH3:15])([CH3:13])[CH3:14]. Procedure details: 1.51 g (10.0 mmol) of 2-(4-methoxyphenyl)ethylamine were dissolved in 40 ml of pyridine and admixed with a spatula tip of 4-dimethylaminopyridine and then with a solution of 2.15 g (10.5 mmol) of 5-tert-butyl-2-methoxybenzoyl chloride. After the 2-(4-methoxyphenyl)ethylamine had been converted completely, the reaction mixture was poured into cold dilute hydrochloric acid, and the precipitated product was filtered off with suction and dried to give 5-tert-butyl-2-methoxy-N-[2-(4-methoxyphenyl)eth... The reactants are CC=1C=C(C=C(C1O)C)C1=CCC(CC1)C1=CC=C(C=C1)O (1-(3,5-dimethyl-4-hydroxyphenyl)-4-(4-hydroxyphenyl)-1-cyclohexene). The reagents and catalysts are [Ni] (Raney nickel). The solvent is C(C)(C)O (isopropyl alcohol). The product is 1L, OC1=CC=C(C=C1)C1CCC(CC1)C1=CC(=C(C(=C1)C)O)C (4-(4′-(4″-hydroxyphenyl)-cyclohexyl)-2,6-dimethyl-1-hydroxybenzene). Yield: 99.6%. As a reaction SMILES: [CH3:1][C:2]1[CH:3]=[C:4]([C:10]2[CH2:15][CH2:14][CH:13]([C:16]3[CH:21]=[CH:20][C:19]([OH:22])=[CH:18][CH:17]=3)[CH2:12][CH:11]=2)[CH:5]=[C:6]([CH3:9])[C:7]=1[OH:8]>[Ni].C(O)(C)C>[OH:22][C:19]1[CH:18]=[CH:17][C:16]([CH:13]2[CH2:12][CH2:11][CH:10]([C:4]3[CH:5]=[C:6]([CH3:9])[C:7]([OH:8])=[C:2]([CH3:1])[CH:3]=3)[CH2:15][CH2:14]2)=[CH:21][CH:20]=1. Procedure details: 19.6 g (0.063 mol) of 1-(3,5-dimethyl-4-hydroxyphenyl)-4-(4-hydroxyphenyl)-1-cyclohexene obtained in Example 5 of Example A, 300 g of isopropyl alcohol and 5.2 g of Raney nickel catalyst were placed in a reaction vessel (1L capacity autoclave), and then in the same manner as in Example 3, 18.6 g of 4-(4′-(4″-hydroxyphenyl)-cyclohexyl)-2,6-dimethyl-1-hydroxybenzene) was obtained as white crystals having a purity of 92.7% (high performance liquid chromatography). The yield was found to be 92.0 mol... Starting materials: BrC=1C=C(C(=C(C1)C(F)(F)F)Cl)Cl (5-bromo-2,3-dichlorobenzotrifluoride), C(C)(C)OC(C)C (diisopropyl ether), resultant mixture, resultant mixture, COB(OC)OC (trimethoxyborane), ice water, resultant mixture, BrC(=C)C(F)(F)F (2-bromo-3,3,3-trifluoropropene), C([O-])([O-])=O.[K+].[K+] (potassium carbonate). Reagents/catalysts: [Pd].C(C)(C)C1=C(C(=CC=C1)C(C)C)N1C(N(C=C1)C1=C(C=CC=C1C(C)C)C(C)C)=C1C(C2=CC=CC=C2C(C1)=O)=O (1,3-bis(2,6-diisopropylphenyl)imidazole-2-ylidene(1,4-naphthoquinone) palladium (0)). Solvent: CCCCCC (hexane), CCCCCC.C(CCC)[Li] (n-butyl lithium hexane), O1CCCC1 (tetrahydrofuran), C(C)(=O)OCC (ethyl acetate), O (water). Run at temperature -10 celsius. Yields the product ClC=1C=C(C=C(C1Cl)C(F)(F)F)C(=C)C(F)(F)F (3,4-dichloro-5-trifluoromethyl-1-(1-trifluoromethylethenyl)benzene). RXN SMILES: Br[C:2]1[CH:3]=[C:4]([Cl:13])[C:5]([Cl:12])=[C:6]([C:8]([F:11])([F:10])[F:9])[CH:7]=1.C(OC(C)C)(C)C.COB(OC)OC.Br[C:29]([C:31]([F:34])([F:33])[F:32])=[CH2:30].C(=O)([O-])[O-].[K+].[K+]>CCCCCC.CCCCCC.C([Li])CCC.O1CCCC1.[Pd].C(C1C=CC=C(C(C)C)C=1N1C=CN(C2C(C(C)C)=CC=CC=2C(C)C)C1=C1CC(=O)C2C(=CC=CC=2)C1=O)(C)C.C(OCC)(=O)C.O>[Cl:13][C:4]1[CH:3]=[C:2]([C:29]([C:31]([F:34])([F:33])[F:32])=[CH2:30])[CH:7]=[C:6]([C:8]([F:11])([F:10])[F:9])[C:5]=1[Cl:12] |f:4.5.6,8.9,11.12|. Reported procedure: In a nitrogen atmosphere, to a solution of 26.2 g of 5-bromo-2,3-dichlorobenzotrifluoride and 9.1 g of diisopropyl ether in 250 mL of hexane, 57.5 mL of an n-butyl lithium hexane solution (1.55 M) was gradually dropped while stirring the solution at −10° C. After the completion of the dropping, the resultant mixture was stirred at the same temperature for 30 minutes. Next, into the reaction mixture, a solution of 9.26 g of trimethoxyborane in 30 mL of tetrahydrofuran was dropped and the resultan...